From a dataset of the Open Reaction Database (ORD), a public repository of structured organic reaction records. describe an organic reaction: reactants, conditions, products, and yield Reactants: Compound 16, C=1(OC=C2C1C=CC=C2)CC(=O)O (2-benzofuranacetic acid), [Na] (sodium), OC1=CC(OC2=CC=CC=C12)=O (4-hydroxy-coumarin), C1CCC(CC1)N=C=NC2CCCCC2 (DCC), C(O)([O-])=O.[Na+] (sodium hydrogen carbonate). Reagents/catalysts: CN(C)C=1C=CN=CC1 (DMAP). The solvent is C(C)O (ethanol), C(Cl)(Cl)Cl (chloroform). Conditions: time 8 hour. Product: O1C(=CC2=C1C=CC=C2)CC(=O)C=2C(OC1=CC=CC=C1C2O)=O (3-{2-(benzofuran-2-yl)}acetyl-4-hydroxy-coumarin). RXN SMILES: [C:1]1([CH2:10][C:11]([OH:13])=O)[O:2][CH:3]=[C:4]2[CH:9]=[CH:8][CH:7]=[CH:6][C:5]=12.[OH:14][C:15]1[C:24]2[C:19](=[CH:20][CH:21]=[CH:22][CH:23]=2)[O:18][C:17](=[O:25])[CH:16]=1.C1CCC(N=C=NC2CCCCC2)CC1.[Na].C(=O)([O-])O.[Na+]>C(Cl)(Cl)Cl.CN(C1C=CN=CC=1)C.C(O)C>[O:2]1[C:3]2[CH:4]=[CH:9][CH:8]=[CH:7][C:6]=2[CH:5]=[C:1]1[CH2:10][C:11]([C:16]1[C:17](=[O:25])[O:18][C:19]2[C:24]([C:15]=1[OH:14])=[CH:23][CH:22]=[CH:21][CH:20]=2)=[O:13] |f:4.5,^1:40|. Procedure details: 1.76 g (10.0 mmol) of 2-benzofuranacetic acid, 1.62 g (10.0 mmol) of 4-hydroxy-coumarin and 2.27 g (11.1 mmol) of DCC were suspended in 50 ml of chloroform, then 130 mg (1.06 mmol) of DMAP added and stirring carried out overnight at 60° C. The reaction liquid was then cooled to room temperature and the insoluble material filtered off. The mother liquor was concentrated and the residue purified by column chromatography. The solid obtained was recrystallized from ethanol and Compound 16 (460 mg, 1... Starting materials: C(C)(=O)O (acetic acid), ClC=1C=CC=2N(C1)C(=C(N2)CSCC(=O)OCC)C#CC2=CC(=CC=C2)C(F)(F)F (ethyl 2-((6-chloro-3-((3-(trifluoromethyl)phenyl)ethynyl) imidazo[1,2-a]pyridin-2-yl)methylthio)acetate), C(C)O (ethanol), [OH-].[Na+] (sodium hydroxide). Solvent: O (water), O1CCCC1 (tetrahydrofurane). Run at time 2 hour. Product: ClC=1C=CC=2N(C1)C(=C(N2)CSCC(=O)O)C#CC2=CC(=CC=C2)C(F)(F)F (2-((6-chloro-3-((3-(trifluoromethyl)phenyl)ethynyl)imidazo[1,2-a]pyridin-2-yl)methylthio)acetic acid). Isolated yield 83.0%. As a reaction SMILES: [Cl:1][C:2]1[CH:3]=[CH:4][C:5]2[N:6]([C:8]([C:19]#[C:20][C:21]3[CH:26]=[CH:25][CH:24]=[C:23]([C:27]([F:30])([F:29])[F:28])[CH:22]=3)=[C:9]([CH2:11][S:12][CH2:13][C:14]([O:16]CC)=[O:15])[N:10]=2)[CH:7]=1.C(O)C.[OH-].[Na+].C(O)(=O)C>O.O1CCCC1>[Cl:1][C:2]1[CH:3]=[CH:4][C:5]2[N:6]([C:8]([C:19]#[C:20][C:21]3[CH:26]=[CH:25][CH:24]=[C:23]([C:27]([F:29])([F:28])[F:30])[CH:22]=3)=[C:9]([CH2:11][S:12][CH2:13][C:14]([OH:16])=[O:15])[N:10]=2)[CH:7]=1 |f:2.3|. Procedure details: 16 g (35.3 mmol) of ethyl 2-((6-chloro-3-((3-(trifluoromethyl)phenyl)ethynyl) imidazo[1,2-a]pyridin-2-yl)methylthio)acetate were added to 75 ml of ethanol and 75 ml of tetrahydrofurane before adding 4.24 ml (42.4 mmol) of a 32% sodium hydroxide aqueous solution. The mixture was stirred at r.t. for 2 h, and then 50 ml of water were added after 30 min for solubilising the precipitated solid. The solvent was evaporated in vacuo, the obtained residue was diluted in 250 ml of water and 50 ml of diiso...